Dataset: the Open Reaction Database (ORD), a public repository of structured organic reaction records. Task: describe an organic reaction: reactants, conditions, products, and yield Reactants: CC1=C(c2ccccc2)C(=O)N(C(C)(C)C(O)C(C)C)CO1, ClCCl, O=[Cr](=O)([O-])Cl, c1cc[nH+]cc1. Product: CC1=C(c2ccccc2)C(=O)N(C(C)(C)C(=O)C(C)C)CO1. As a reaction SMILES: [CH3:1][C:2]1=[C:3]([c:17]2[cH:18][cH:19][cH:20][cH:21][cH:22]2)[C:4](=[O:16])[N:5]([C:8]([CH3:9])([CH:10]([CH:11]([CH3:12])[CH3:13])[OH:14])[CH3:15])[CH2:6][O:7]1.[Cl:34][CH2:35][Cl:36].[O:23]=[Cr:24]([Cl:25])([O-:26])=[O:27].[nH+:28]1[cH:29][cH:30][cH:31][cH:32][cH:33]1>>[CH3:1][C:2]1=[C:3]([c:17]2[cH:18][cH:19][cH:20][cH:21][cH:22]2)[C:4](=[O:16])[N:5]([C:8]([CH3:9])([C:10]([CH:11]([CH3:12])[CH3:13])=[O:14])[CH3:15])[CH2:6][O:7]1. Starting materials: [OH-].[Na+] (sodium hydroxide), 5, Cl (hydrochloric acid), ClC1=C(C(=C(C(=N1)C(=O)O)Cl)Cl)Cl (tetrachloropicolinic acid), [OH-].[Na+] (sodium hydroxide), NN (hydrazine). Run in O (water), O (water), O (water). Product: ClC=1C(=NC(=C(C1NN)Cl)Cl)C(=O)O (3,5,6-Trichloro-4-Hydrazinopicolinic Acid). RXN SMILES: [Cl:1][C:2]1[N:7]=[C:6]([C:8]([OH:10])=[O:9])[C:5]([Cl:11])=[C:4](Cl)[C:3]=1[Cl:13].[OH-].[Na+].[NH2:16][NH2:17].Cl>O>[Cl:11][C:5]1[C:6]([C:8]([OH:10])=[O:9])=[N:7][C:2]([Cl:1])=[C:3]([Cl:13])[C:4]=1[NH:16][NH2:17] |f:1.2|. Procedure details: To a reaction flask containing 200 milliliters of water at the boiling point was added 26.1 grams (0.1 mole) of tetrachloropicolinic acid, 4.1 grams (0.103 mole) of sodium hydroxide in 25 milliliters of water and 3.47 grams (0.105 mole) of hydrazine. The reaction mixture was stirred under reflux for 30 minutes. An additional 4.1 grams (0.103 mole) of sodium hydroxide in 25 milliliters of water was slowly added to the reaction mixture over a 25 minute period and the mixture refluxed for 45 minute... Reactants: C(=O)(OCC)CCCOC1=C(C(=O)N2CC(CC2)(CCOS(=O)(=O)C)C2=CC=CC=C2)C=C(C=C1)N1N=NN=C1 (1-(2-(3-carboethoxypropyloxy)-5-(1H-tetrazol-1-yl)benzoyl)-3-phenyl-3-(2-methanesulfonyloxyethyl)pyrrolidine), C(C)OCCN1C(=NC2=C1C=CC=C2)NC2CCNCC2 ((1-(2-ethoxyethyl)-1H-benzimidazol-2-yl)(piperidin-4-yl)amine). Yields the product C(=O)(OCC)CCCOC1=C(C(=O)N2CC(CC2)(C2=CC=CC=C2)CCN2CCC(CC2)NC2=NC3=C(N2CCOCC)C=CC=C3)C=C(C=C1)N1N=NN=C1 (1-(2-(3-carboethoxypropyloxy)-5-(1H-tetrazol-1-yl)benzoyl)-3-(2-(4-(1-(2-ethoxyethyl)-1H-benzimidazol-2-yl-amino)piperidin-1-yl)ethyl)-3-phenylpyrrolidine). RXN SMILES: [C:1]([CH2:6][CH2:7][CH2:8][O:9][C:10]1[CH:35]=[CH:34][C:33]([N:36]2[CH:40]=[N:39][N:38]=[N:37]2)=[CH:32][C:11]=1[C:12]([N:14]1[CH2:18][CH2:17][C:16]([C:26]2[CH:31]=[CH:30][CH:29]=[CH:28][CH:27]=2)([CH2:19][CH2:20]OS(C)(=O)=O)[CH2:15]1)=[O:13])([O:3][CH2:4][CH3:5])=[O:2].[CH2:41]([O:43][CH2:44][CH2:45][N:46]1[C:50]2[CH:51]=[CH:52][CH:53]=[CH:54][C:49]=2[N:48]=[C:47]1[NH:55][CH:56]1[CH2:61][CH2:60][NH:59][CH2:58][CH2:57]1)[CH3:42]>>[C:1]([CH2:6][CH2:7][CH2:8][O:9][C:10]1[CH:35]=[CH:34][C:33]([N:36]2[CH:40]=[N:39][N:38]=[N:37]2)=[CH:32][C:11]=1[C:12]([N:14]1[CH2:18][CH2:17][C:16]([CH2:19][CH2:20][N:59]2[CH2:58][CH2:57][CH:56]([NH:55][C:47]3[N:46]([CH2:45][CH2:44][O:43][CH2:41][CH3:42])[C:50]4[CH:51]=[CH:52][CH:53]=[CH:54][C:49]=4[N:48]=3)[CH2:61][CH2:60]2)([C:26]2[CH:31]=[CH:30][CH:29]=[CH:28][CH:27]=2)[CH2:15]1)=[O:13])([O:3][CH2:4][CH3:5])=[O:2]. Reported procedure: Prepare by the method of Example 1.6 using 1-(2-(3-carboethoxypropyloxy)-5-(1H-tetrazol-1-yl)benzoyl)-3-phenyl-3-(2-methanesulfonyloxyethyl)pyrrolidine and (1-(2-ethoxyethyl)-1H-benzimidazol-2-yl)(piperidin-4-yl)amine to give the title compound. Starting materials: Br.C(C1=CC=CC=C1)(=O)C1CCNCC1 (4-Benzoylpiperdine hydrobromide), C(#N)C1=CC=C(C=C1)O (4-cyanophenol), C(=O)([O-])[O-].[K+].[K+] (K2CO3), BrCCCCl (1-bromo-3-chloropropane). Solvent: CN(C)C=O (DMF). Conditions: time 8 hour. The product is C(C1=CC=CC=C1)(=O)C1CCN(CC1)CCCOC1=CC=C(C#N)C=C1 (4-(3-(4-benzoylpiperidin-1-yl)propoxy)benzonitrile). Yield: 77.8%. RXN SMILES: Br.[C:2]([CH:10]1[CH2:15][CH2:14][NH:13][CH2:12][CH2:11]1)(=[O:9])[C:3]1[CH:8]=[CH:7][CH:6]=[CH:5][CH:4]=1.C([O-])([O-])=O.[K+].[K+].Br[CH2:23][CH2:24][CH2:25]Cl.[C:27]([C:29]1[CH:34]=[CH:33][C:32]([OH:35])=[CH:31][CH:30]=1)#[N:28]>CN(C=O)C>[C:2]([CH:10]1[CH2:15][CH2:14][N:13]([CH2:23][CH2:24][CH2:25][O:35][C:32]2[CH:33]=[CH:34][C:29]([C:27]#[N:28])=[CH:30][CH:31]=2)[CH2:12][CH2:11]1)(=[O:9])[C:3]1[CH:8]=[CH:7][CH:6]=[CH:5][CH:4]=1 |f:0.1,2.3.4|. Reported procedure: 4-Benzoylpiperdine hydrobromide (2.70 g, 10 mmol) was combined with K2CO3 (6.9 g, 50 mmol) in DMF (˜40 mL), followed by 1-bromo-3-chloropropane (1.55 g, 10 mmol). The reaction progress was monitored by LC-MS and upon completion of the reaction (˜2 h) 4-cyanophenol (1.3 g, 11 mmol) was added and the reaction allowed to stir overnight. The mixture was poured onto water and extracted with ethyl acetate, washed with brine and dried over Na2SO4. The volatiles were removed under reduced pressure and t...